This data is from the Open Reaction Database (ORD), a public repository of structured organic reaction records. The task is: describe an organic reaction: reactants, conditions, products, and yield Reactants: CSc1nccc(=O)[nH]1, COCCOCCOC, Nc1cccc(C(F)(F)F)c1. Product: O=c1ccnc(Nc2cccc(C(F)(F)F)c2)[nH]1. Reaction SMILES: [CH3:1][S:2][c:3]1[n:4][cH:5][cH:6][c:7](=[O:9])[nH:8]1.[CH3:21][O:22][CH2:23][CH2:24][O:25][CH2:26][CH2:27][O:28][CH3:29].[F:10][C:11]([c:12]1[cH:13][c:14]([NH2:15])[cH:16][cH:17][cH:18]1)([F:19])[F:20]>>[c:3]1([NH:15][c:14]2[cH:13][c:12]([C:11]([F:10])([F:19])[F:20])[cH:18][cH:17][cH:16]2)[n:4][cH:5][cH:6][c:7](=[O:9])[nH:8]1. Starting materials: C(#N)C=1C=CC2=C(C(C(C(O2)(C)C)O)CC(=O)N(CC2=CC=C(C=C2)OC)C)C1 (6-cyano-3,4-dihydro-3-hydroxy-N-methyl-N-(4-methoxy-benzyl)-2,2-dimethyl-2H-1-benzopyran-4-acetamide). Run in acid, O (Water). Yields the product C(#N)C=1C=CC2=C(C(C(C(O2)(C)C)O)CC(=O)NC)C1 (6-Cyano-3,4-dihydro-3-hydroxy-N-methyl-2,2-dimethyl-2H-1-benzopyran-4-acetamide). RXN SMILES: [C:1]([C:3]1[CH:4]=[CH:5][C:6]2[O:11][C:10]([CH3:13])([CH3:12])[CH:9]([OH:14])[CH:8]([CH2:15][C:16]([N:18](C)[CH2:19]C3C=CC(OC)=CC=3)=[O:17])[C:7]=2[CH:29]=1)#[N:2]>O>[C:1]([C:3]1[CH:4]=[CH:5][C:6]2[O:11][C:10]([CH3:12])([CH3:13])[CH:9]([OH:14])[CH:8]([CH2:15][C:16]([NH:18][CH3:19])=[O:17])[C:7]=2[CH:29]=1)#[N:2]. Reported procedure: A solution of 6-cyano-3,4-dihydro-3-hydroxy-N-methyl-N-(4-methoxy-benzyl)-2,2-dimethyl-2H-1-benzopyran-4-acetamide (0.5 g) in methanesulpnonic acid (5 ml) was stirred at room temperature for 6 days. Water was added, and the mixture extracted into ethyl acetate. The combined organic layers were washed with sodium bicarbonate solution, brine, then dried (MgSO4), filtered and evaporated. Tne crude product was chromatographed (Si gel, ethyl acetate - pentane gradient elution) to give the title compo...